This data is from the Open Reaction Database (ORD), a public repository of structured organic reaction records. The task is: describe an organic reaction: reactants, conditions, products, and yield Reactants: S1(CC(CCC1)O)(=O)=O (tetrahydrothiopyran-3-ol-1,1-dioxide), CC(=O)C (acetone), CC(=O)C.OS(=O)(=O)O.O=[Cr](=O)=O (Jones reagent). The solvent is C(C)(C)O (isopropanol). The product is S1(CC(CCC1)=O)(=O)=O (Tetrahydrothiopyran-3-one-1,1-dioxide). Yield: 67.5%. Reaction SMILES: [S:1]1(=[O:9])(=[O:8])[CH2:6][CH2:5][CH2:4][CH:3]([OH:7])[CH2:2]1.CC(C)=O.CC(C)=O.OS(O)(=O)=O.O=[Cr](=O)=O>C(O)(C)C>[S:1]1(=[O:9])(=[O:8])[CH2:6][CH2:5][CH2:4][C:3](=[O:7])[CH2:2]1 |f:2.3.4|. Reported procedure: To a solution of tetrahydrothiopyran-3-ol-1,1-dioxide (7.5 g, 0.05 moles) and acetone (150 mL) was slowly added enough Jones reagent to maintain a brown color for at least 10 minutes without need for additional reagent. The excess reagent was reduced by addition of isopropanol (5 mL). The mixture was filtered through anhydrous magnesium sulfate and the chromium salts were washed 3× with acetone. The solvent was removed in vacuo to give a solid which was triturated with ethanol. The resulting cry... Reactants: CC1CCCN1c1nncc2cc(Br)ccc12, O=C([O-])[O-], CC(C)(C)O, CO, Nc1ccc(F)cc1F, [K+], [K+], O=C(C=Cc1ccccc1)C=Cc1ccccc1, O=C(C=Cc1ccccc1)C=Cc1ccccc1, O=C(C=Cc1ccccc1)C=Cc1ccccc1, [Pd], [Pd]. Product: CC1CCCN1c1nncc2cc(Nc3ccc(F)cc3F)ccc12. As a reaction SMILES: [Br:1][c:2]1[cH:3][c:4]2[cH:5][n:6][n:7][c:8]([N:12]3[CH:13]([CH3:17])[CH2:14][CH2:15][CH2:16]3)[c:9]2[cH:10][cH:11]1.[C:27](=[O:28])([O-:29])[O-:30].[C:33]([OH:34])([CH3:35])([CH3:36])[CH3:37].[CH3:38][OH:39].[F:18][c:19]1[c:20]([NH2:26])[cH:21][cH:22][c:23]([F:25])[cH:24]1.[K+:31].[K+:32].[O:42]=[C:43]([CH:44]=[CH:45][c:46]1[cH:47][cH:48][cH:49][cH:50][cH:51]1)[CH:52]=[CH:53][c:54]1[cH:55][cH:56][cH:57][cH:58][cH:59]1.[O:60]=[C:61]([CH:62]=[CH:63][c:64]1[cH:65][cH:66][cH:67][cH:68][cH:69]1)[CH:70]=[CH:71][c:72]1[cH:73][cH:74][cH:75][cH:76][cH:77]1.[O:78]=[C:79]([CH:80]=[CH:81][c:82]1[cH:83][cH:84][cH:85][cH:86][cH:87]1)[CH:88]=[CH:89][c:90]1[cH:91][cH:92][cH:93][cH:94][cH:95]1.[Pd:40].[Pd:41]>>[c:2]1([NH:26][c:20]2[c:19]([F:18])[cH:24][c:23]([F:25])[cH:22][cH:21]2)[cH:3][c:4]2[cH:5][n:6][n:7][c:8]([N:12]3[CH:13]([CH3:17])[CH2:14][CH2:15][CH2:16]3)[c:9]2[cH:10][cH:11]1. The reactants are C12(CC3CC(CC(C1)C3)C2)C(CC(=O)O)NC2=NC(=NC=C2F)C2=CNC3=NC=C(C=C32)F (3-(1-Adamantyl)-3-[[5-fluoro-2-(5-fluoro-1H-pyrrolo[2,3-b]pyridin-3-yl)pyrimidin-4-yl]amino]propionic acid), C(=O)O (formic acid), ClC=1C=C2C(=NC1)N(C=C2B2OC(C(O2)(C)C)(C)C)S(=O)(=O)C2=CC=C(C=C2)C (5-chloro-1-(p-tolylsulfonyl)-3-(4,4,5,5-tetramethyl-1,3,2-dioxaborolan-2-yl)pyrrolo[2,3-b]pyridine), FC=1C=C2C(=NC1)N(C=C2B2OC(C(O2)(C)C)(C)C)S(=O)(=O)C2=CC=C(C=C2)C (5-fluoro-1-(p-tolylsulfonyl)-3-(4,4,5,5-tetramethyl-1,3,2-dioxaborolan-2-yl)pyrrolo[2,3-b]pyridine). Run in C(C)#N (ACN). Product: C12(CC3CC(CC(C1)C3)C2)C(CC(=O)O)NC2=NC(=NC=C2F)C2=CNC3=NC=C(C=C32)Cl ((+/−)-3-(1-Adamantyl)-3-[[2-(5-chloro-1H-pyrrolo[2,3-b]pyridin-3-yl)-5-fluoro-pyrimidin-4-yl]amino]propanoic acid). Reaction SMILES: [C:1]12([CH:11]([NH:16][C:17]3[C:22]([F:23])=[CH:21][N:20]=[C:19]([C:24]4[C:32]5[C:27](=[N:28][CH:29]=[C:30](F)[CH:31]=5)[NH:26][CH:25]=4)[N:18]=3)[CH2:12][C:13]([OH:15])=[O:14])[CH2:10][CH:5]3[CH2:6][CH:7]([CH2:9][CH:3]([CH2:4]3)[CH2:2]1)[CH2:8]2.[Cl:34]C1C=C2C(B3OC(C)(C)C(C)(C)O3)=CN(S(C3C=CC(C)=CC=3)(=O)=O)C2=NC=1.FC1C=C2C(B3OC(C)(C)C(C)(C)O3)=CN(S(C3C=CC(C)=CC=3)(=O)=O)C2=NC=1.C(O)=O>C(#N)C>[C:1]12([CH:11]([NH:16][C:17]3[C:22]([F:23])=[CH:21][N:20]=[C:19]([C:24]4[C:32]5[C:27](=[N:28][CH:29]=[C:30]([Cl:34])[CH:31]=5)[NH:26][CH:25]=4)[N:18]=3)[CH2:12][C:13]([OH:15])=[O:14])[CH2:10][CH:5]3[CH2:6][CH:7]([CH2:9][CH:3]([CH2:4]3)[CH2:2]1)[CH2:8]2. Procedure details: Compound 94 was synthesized in a manner similar to 3-(1-Adamantyl)-3-[[5-fluoro-2-(5-fluoro-1H-pyrrolo[2,3-b]pyridin-3-yl)pyrimidin-4-yl]amino]propionic acid, 86, using 5-chloro-1-(p-tolylsulfonyl)-3-(4,4,5,5-tetramethyl-1,3,2-dioxaborolan-2-yl)pyrrolo[2,3-b]pyridine instead of boronate ester, 7a: 1H NMR (400 MHz, CD3OD) δ 9.02 (d, J=2.3 Hz, 1H), 8.40-8.24 (m, 2H), 8.18 (d, J=5.0 Hz, 1H), 4.91 (d, J=11.6 Hz, 1H), 2.88 (dd, J=16.0, 2.8 Hz, 1H), 2.65 (dd, J=15.9, 11.0 Hz, 1H), 2.01 (s, 3H), 1.77 (... The reactants are C(C1=CC=CC=C1)OC=1C(=NC(=C2C=CC=NC12)NCCCCCCNC(=O)OC(C)(C)C)C(=O)OC (Methyl 8-(benzyloxy)-5-(6-(tert-butoxycarbonylamino)hexylamino)-1,6-naphthyridine-7-carboxylate), [OH-].[Na+] (NaOH), Cl (HCl). Solvent: O (water), CO (methanol), O (H2O). Conditions: time 4 hour. Product: C(C1=CC=CC=C1)OC=1C(=NC(=C2C=CC=NC12)NCCCCCCNC(=O)OC(C)(C)C)C(=O)O (8-(Benzyloxy)-5-(6-(tert-butoxycarbonylamino)hexylamino)-1,6-naphthyridine-7-carboxylic acid). Reaction SMILES: [CH2:1]([O:8][C:9]1[C:10]([C:34]([O:36]C)=[O:35])=[N:11][C:12]([NH:19][CH2:20][CH2:21][CH2:22][CH2:23][CH2:24][CH2:25][NH:26][C:27]([O:29][C:30]([CH3:33])([CH3:32])[CH3:31])=[O:28])=[C:13]2[C:18]=1[N:17]=[CH:16][CH:15]=[CH:14]2)[C:2]1[CH:7]=[CH:6][CH:5]=[CH:4][CH:3]=1.[OH-].[Na+].Cl>O.CO>[CH2:1]([O:8][C:9]1[C:10]([C:34]([OH:36])=[O:35])=[N:11][C:12]([NH:19][CH2:20][CH2:21][CH2:22][CH2:23][CH2:24][CH2:25][NH:26][C:27]([O:29][C:30]([CH3:31])([CH3:32])[CH3:33])=[O:28])=[C:13]2[C:18]=1[N:17]=[CH:16][CH:15]=[CH:14]2)[C:2]1[CH:3]=[CH:4][CH:5]=[CH:6][CH:7]=1 |f:1.2|. Procedure details: Methyl 8-(benzyloxy)-5-(6-(tert-butoxycarbonylamino)hexylamino)-1,6-naphthyridine-7-carboxylate (Example 1.1; 0.58 g; 1.08 mmol) was dissolved in a mixture of water (2 ml) and methanol (2 ml). NaOH (100 mg; 2.7 mmol) was added at room temperature. The reaction mixture was stirred at room temperature for 4 hours. H2O and HCl 2 N were added until pH=4-5 was reached. The mixture was extracted with EtOAc (2×). The organic layer was separated, dried (MgSO4), filtered and the solvent was evaporated. Reactants: OCCCCCCCCCCCCC1=C(CCCC1(C)C)C (1-(12-hydroxydodecyl)-2,6,6-trimethyl-1-cyclohexene), C(C)(=O)OC(C)=O (acetic anhydride). Solvent: N1=CC=CC=C1 (pyridine). Conditions: time 1 hour. Yields the product C(C)(=O)OCCCCCCCCCCCCC1=C(CCCC1(C)C)C (1-(12-acetoxydodecyl)-2,6,6-trimethyl-1-cyclohexene). Isolated yield 98.0%. Reaction SMILES: [OH:1][CH2:2][CH2:3][CH2:4][CH2:5][CH2:6][CH2:7][CH2:8][CH2:9][CH2:10][CH2:11][CH2:12][CH2:13][C:14]1[C:19]([CH3:21])([CH3:20])[CH2:18][CH2:17][CH2:16][C:15]=1[CH3:22].[C:23](OC(=O)C)(=[O:25])[CH3:24]>N1C=CC=CC=1>[C:23]([O:1][CH2:2][CH2:3][CH2:4][CH2:5][CH2:6][CH2:7][CH2:8][CH2:9][CH2:10][CH2:11][CH2:12][CH2:13][C:14]1[C:19]([CH3:21])([CH3:20])[CH2:18][CH2:17][CH2:16][C:15]=1[CH3:22])(=[O:25])[CH3:24]. Reported procedure: To a solution of 1-(12-hydroxydodecyl)-2,6,6-trimethyl-1-cyclohexene (316 mg, 1.026 mmol) were added acetic anhydride (7 ml) and pyridine (7 ml). The mixture was stirred at room temperature for 1 hour, then quenched with HCl 5%, extracted with ether, washed with water, dried with MgSO4 and concentrated in vacuo to obtain 1-(12-acetoxydodecyl)-2,6,6-trimethyl-1-cyclohexene as a colorless oil (353 mg, 98%). Reactants: BrBr (bromine), ClC=1C=C(C=C(C1)I)CO ((3-chloro-5-iodo-phenyl)-methanol), ice, C1(=CC=CC=C1)P(C1=CC=CC=C1)C1=CC=CC=C1 (triphenylphosphine). The solvent is C(Cl)Cl (CH2Cl2), C(Cl)Cl (CH2Cl2), C(Cl)Cl (CH2Cl2). Conditions: time 30 minute. The product is BrCC1=CC(=CC(=C1)I)Cl (1-bromomethyl-3-chloro-5-iodo-benzene). The yield is 97.0%. RXN SMILES: C1(P(C2C=CC=CC=2)C2C=CC=CC=2)C=CC=CC=1.[Br:20]Br.[Cl:22][C:23]1[CH:24]=[C:25]([CH2:30]O)[CH:26]=[C:27]([I:29])[CH:28]=1>C(Cl)Cl>[Br:20][CH2:30][C:25]1[CH:26]=[C:27]([I:29])[CH:28]=[C:23]([Cl:22])[CH:24]=1. Reported procedure: To a stirred ice-cooled solution of triphenylphosphine in 10 mL of CH2Cl2 was added dropwise a solution of bromine in 5 ml of CH2Cl2. After the reaction mixture was stirred at room temperature for 30 min and cooled at ice bath temperature, a solution of the above (3-chloro-5-iodo-phenyl)-methanol in 15 ml of CH2Cl2 was added dropwise. The reaction mixture was stirred 0° C. for another 1 h and concentrated. The residue was washed with hexane several times and the combined hexane layer was concent...